This data is from the Open Reaction Database (ORD), a public repository of structured organic reaction records. The task is: describe an organic reaction: reactants, conditions, products, and yield The reactants are Cl.ON1C(=NC=C1)Cl (1-hydroxy-2-chloroimidazole, hydrochloride), N1(CCOCC1)C(=O)Cl (4-morpholine carbonyl chloride). The product is ClC=1N(C=CN1)OC(=O)N1CCOCC1 (Morpholine-4-carboxylic acid 2-chloro-imidazol-1-yl ester). RXN SMILES: Cl.[OH:2][N:3]1[CH:7]=[CH:6][N:5]=[C:4]1[Cl:8].[N:9]1([C:15](Cl)=[O:16])[CH2:14][CH2:13][O:12][CH2:11][CH2:10]1>>[Cl:8][C:4]1[N:3]([O:2][C:15]([N:9]2[CH2:14][CH2:13][O:12][CH2:11][CH2:10]2)=[O:16])[CH:7]=[CH:6][N:5]=1 |f:0.1|. Procedure details: The title compound was prepared from 1-hydroxy-2-chloroimidazole, hydrochloride and 4-morpholine carbonyl chloride applying the general procedure 8. The crude product was purified by flash chromatography (Quad flash 12, EtOAc) (54%, oil). Reactants: alkyne, C(C)OC1(CC1)C1=C(C=C(C=C1)C#C[Si](CC)(CC)CC)C(C)(C)C ([4-(1-ethoxycyclopropyl)-3-tert-butyl-phenylethynyl]-triethylsilane), C(C)OC1(CC1)C1=C(C=C(C=C1)C#C[Si](CC)(CC)CC)C(C)(C)C ([4-(1-ethoxycyclopropyl)-3-tert-butyl-phenylethynyl]-triethylsilane), C([O-])([O-])=O.[K+].[K+] (potassium carbonate). Solvent: CO (methanol). Run at time 8 hour. Product: C(C)OC1(CC1)C1=C(C=C(C=C1)C#C)C(C)(C)C (1-(1-Ethoxycyclopropyl)-4-ethynyl-2-tert-butylbenzene). RXN SMILES: [CH2:1]([O:3][C:4]1([C:7]2[CH:12]=[CH:11][C:10]([C:13]#[C:14][Si](CC)(CC)CC)=[CH:9][C:8]=2[C:22]([CH3:25])([CH3:24])[CH3:23])[CH2:6][CH2:5]1)[CH3:2].C(=O)([O-])[O-].[K+].[K+]>CO>[CH2:1]([O:3][C:4]1([C:7]2[CH:12]=[CH:11][C:10]([C:13]#[CH:14])=[CH:9][C:8]=2[C:22]([CH3:23])([CH3:25])[CH3:24])[CH2:6][CH2:5]1)[CH3:2] |f:1.2.3|. Reported procedure: Using General Procedure E; [4-(1-ethoxycyclopropyl)-3-tert-butyl-phenylethynyl]-triethylsilane (Intermediate 111, 215.0 mg, 0.69 mmol) in methanol (10 mL) was treated with potassium carbonate (80.0 mg, 0.58 mmol) and stirred overnight at ambient temperature. The crude alkyne, 169 mg, was used directly in the next reaction. As a reaction SMILES: [CH3:1][O:2][C:3]1[CH:11]=[C:10]2[C:6]([CH2:7][C:8](=[O:12])[NH:9]2)=[CH:5][CH:4]=1.[CH3:13]N(CCN(C)C)C.[Li]CCCC.IC>C1COCC1>[CH3:1][O:2][C:3]1[CH:11]=[C:10]2[C:6]([CH:7]([CH3:13])[C:8](=[O:12])[NH:9]2)=[CH:5][CH:4]=1. Run in C1CCOC1 (THF). Reported procedure: To a cooled solution (−78° C.) of 6-methoxy-1,3-dihydro-indol-2-one (840 mg, 5.2 mmol, See Quallich, Synthesis 1993, 51–53) in THF (20 mL) is added dropwise TMEDA (1.57 mL, 10.4 mL) followed by dropwise addition of 2.5M n-BuLi (4.16 mL, 10.4 mmol). The mixture is allowed to stir for 15 min then warmed to −25° C. Iodomethane (405 μL, 6.5 mmol) is added dropwise and stirred for 20 min. The reaction is quenched with sat NH4Cl soln, warmed to room temp and diluted with EtOAc. Washed organic layer wi... Run at temperature -25 celsius, time 15 minute. Reactants: COC1=CC=C2CC(NC2=C1)=O (6-methoxy-1,3-dihydro-indol-2-one), CN(C)CCN(C)C (TMEDA), IC (Iodomethane), [Li]CCCC (n-BuLi). Yields the product COC1=CC=C2C(C(NC2=C1)=O)C (6-Methoxy-3-methyl-1,3-dihydro-indol-2-one).